Dataset: the Open Reaction Database (ORD), a public repository of structured organic reaction records. Task: describe an organic reaction: reactants, conditions, products, and yield Reactants: Br (hydrogen bromide), CC(CC(=O)NC=1C=C2C=C(N(C2=CC1)CC1=C(C=CC=C1)F)C(=O)NC1=CC=C(C=N1)NC(OCC1=CC=CC=C1)=O)(C)C (benzyl 6-({[5-[(3,3-dimethylbutanoyl)amino]-1-(2-fluorobenzyl)-1H-indol-2-yl]carbonyl}amino)-3-pyridinylcarbamate). Reaction conditions: time 8 hour. Yields the product NC=1C=CC(=NC1)NC(=O)C=1N(C2=CC=C(C=C2C1)NC(CC(C)(C)C)=O)CC1=C(C=CC=C1)F (N-(5-Amino-2-pyridinyl)-5-[(3,3-dimethylbutanoyl)amino]-1-(2-fluorobenzyl)-1H-indole-2-carboxamide). As a reaction SMILES: Br.[CH3:2][C:3]([CH3:46])([CH3:45])[CH2:4][C:5]([NH:7][C:8]1[CH:9]=[C:10]2[C:14](=[CH:15][CH:16]=1)[N:13]([CH2:17][C:18]1[CH:23]=[CH:22][CH:21]=[CH:20][C:19]=1[F:24])[C:12]([C:25]([NH:27][C:28]1[N:33]=[CH:32][C:31]([NH:34]C(=O)OCC3C=CC=CC=3)=[CH:30][CH:29]=1)=[O:26])=[CH:11]2)=[O:6]>>[NH2:34][C:31]1[CH:30]=[CH:29][C:28]([NH:27][C:25]([C:12]2[N:13]([CH2:17][C:18]3[CH:23]=[CH:22][CH:21]=[CH:20][C:19]=3[F:24])[C:14]3[C:10]([CH:11]=2)=[CH:9][C:8]([NH:7][C:5](=[O:6])[CH2:4][C:3]([CH3:46])([CH3:45])[CH3:2])=[CH:16][CH:15]=3)=[O:26])=[N:33][CH:32]=1. Procedure: 46.8 mg (0.19 mmol) of hydrogen bromide (33% strength solution in acetic acid) are added to 29 mg (0.05 mmol) of benzyl 6-({[5-[(3,3-dimethylbutanoyl)amino]-1-(2-fluorobenzyl)-1H-indol-2-yl]carbonyl}amino)-3-pyridinylcarbamate (Example XLI), and the mixture is stirred at RT overnight. The solvent is removed under reduced pressure and the residue is purified by preparative HPLC. This gives 6 mg (27%) of the product. The reactants are NC(=O)CBr, O=C([O-])[O-], CN(C)C=O, COc1cc2c(Oc3cc4ccccc4nc3C)ccnc2cc1O, [K+], [K+], O. Yields the product COc1cc2c(Oc3cc4ccccc4nc3C)ccnc2cc1OCC(N)=O. RXN SMILES: [Br:31][CH2:32][C:33](=[O:34])[NH2:35].[C:36](=[O:37])([O-:38])[O-:39].[CH3:1][N:2]([CH3:3])[CH:4]=[O:5].[CH3:6][O:7][c:8]1[cH:9][c:10]2[c:11]([O:19][c:20]3[c:21]([CH3:30])[n:22][c:23]4[cH:24][cH:25][cH:26][cH:27][c:28]4[cH:29]3)[cH:12][cH:13][n:14][c:15]2[cH:16][c:17]1[OH:18].[K+:40].[K+:41].[OH2:42]>>[CH3:6][O:7][c:8]1[cH:9][c:10]2[c:11]([O:19][c:20]3[c:21]([CH3:30])[n:22][c:23]4[cH:24][cH:25][cH:26][cH:27][c:28]4[cH:29]3)[cH:12][cH:13][n:14][c:15]2[cH:16][c:17]1[O:18][CH2:32][C:33](=[O:34])[NH2:35]. Starting materials: CC(C)(CC(=O)OCCN1CCCCC1)NC(=O)OCc1ccccc1, CI, ClCCl. Yields the product CC(C)(CC(=O)OCC[N+]1(C)CCCCC1)NC(=O)OCc1ccccc1, [I-]. RXN SMILES: [CH2:1]([c:2]1[cH:3][cH:4][cH:5][cH:6][cH:7]1)[O:8][C:9](=[O:10])[NH:11][C:12]([CH2:13][C:14](=[O:15])[O:16][CH2:17][CH2:18][N:19]1[CH2:20][CH2:21][CH2:22][CH2:23][CH2:24]1)([CH3:25])[CH3:26].[CH3:27][I:28].[Cl:29][CH2:30][Cl:31]>>[CH2:1]([c:2]1[cH:3][cH:4][cH:5][cH:6][cH:7]1)[O:8][C:9](=[O:10])[NH:11][C:12]([CH2:13][C:14](=[O:15])[O:16][CH2:17][CH2:18][N+:19]1([CH3:27])[CH2:20][CH2:21][CH2:22][CH2:23][CH2:24]1)([CH3:25])[CH3:26].[I-:28]. The reactants are OC1=CC2=C(C(C=C(O2)C)=O)C=C1 (7-hydroxy-2-methyl-4H-1-benzopyran-4-one), 7-[3-(4-benzamidopiperidino)propoxy]-2-methyl-4H-1-benzopyran-2-one, [Na] (sodium), C(C1=CC=CC=C1)(=O)NC1CCN(CC1)CCCCl (3-(4-Benzamidopiperidino)-propyl chloride). The solvent is CC(C)O (propan-2-ol), CC(C)O (propan-2-ol). Product: C(C1=CC=CC=C1)(=O)NC1CCN(CC1)CCCOC1=CC2=C(C(C=C(O2)C)=O)C=C1 (7-[3-(4-Benzamidopiperidino)-propoxy]-2-methyl-4H-1-benzopyran-4-one). RXN SMILES: [OH:1][C:2]1[CH:13]=[CH:12][C:5]2[C:6](=[O:11])[CH:7]=[C:8]([CH3:10])[O:9][C:4]=2[CH:3]=1.[Na].[C:15]([NH:23][CH:24]1[CH2:29][CH2:28][N:27]([CH2:30][CH2:31][CH2:32]Cl)[CH2:26][CH2:25]1)(=[O:22])[C:16]1[CH:21]=[CH:20][CH:19]=[CH:18][CH:17]=1>CC(O)C>[C:15]([NH:23][CH:24]1[CH2:29][CH2:28][N:27]([CH2:30][CH2:31][CH2:32][O:1][C:2]2[CH:13]=[CH:12][C:5]3[C:6](=[O:11])[CH:7]=[C:8]([CH3:10])[O:9][C:4]=3[CH:3]=2)[CH2:26][CH2:25]1)(=[O:22])[C:16]1[CH:17]=[CH:18][CH:19]=[CH:20][CH:21]=1 |^1:13|. Procedure: 5.3 g. (0.03 mol) 7-hydroxy-2-methyl-4H-1-benzopyran-4-one are added to a solution of 0.69 g. (0.03 mol) sodium in 75 ml. propan-2-ol and the mixture heated under reflux for 10 minutes. 8.4 g. (0.03 mol) 3-(4-Benzamidopiperidino)-propyl chloride dissolved in 25 ml. propan-2-ol are added thereto, the mixture heated under reflux for 12 hours, evaporated and the residue taken up in dichloromethane and the solution washed with dilute aqueous sodium hydroxide solution. The organic phase is evaporated... Starting materials: Cl (hydrochloric acid), ClC1=NC(=CC=C1C(C1=CC(=CC=C1)C)=O)C (2-chloro-6-methyl-3-(3-methylbenzoyl)pyridine), C(C)N (ethylamine), [OH-].[Na+] (sodium hydroxide). Reaction conditions: temperature 100 celsius, time 4 hour. Product: C(C)NC1=NC(=CC=C1C(C1=CC(=CC=C1)C)=O)C (2-ethylamino-6-methyl-3-(3-methylbenzoyl)pyridine). The yield is 83.0%. As a reaction SMILES: Cl[C:2]1[C:7]([C:8](=[O:16])[C:9]2[CH:14]=[CH:13][CH:12]=[C:11]([CH3:15])[CH:10]=2)=[CH:6][CH:5]=[C:4]([CH3:17])[N:3]=1.Cl.[OH-].[Na+].[CH2:21]([NH2:23])[CH3:22]>>[CH2:21]([NH:23][C:2]1[C:7]([C:8](=[O:16])[C:9]2[CH:14]=[CH:13][CH:12]=[C:11]([CH3:15])[CH:10]=2)=[CH:6][CH:5]=[C:4]([CH3:17])[N:3]=1)[CH3:22] |f:2.3|. Procedure details: A mixture of 2-chloro-6-methyl-3-(3-methylbenzoyl)pyridine (2.45 g, 10 mmol) and 70% ethylamine aqueous solution (10 ml) was sealed in a tube and stirred for 4 hours at 100° C. The reaction solution was cooled to room temperature and transferred into a separating funnel. This was adjusted to pH 1 with 1 N hydrochloric acid, vigorously shaken, adjusted to pH 10 by adding 1 N sodium hydroxide aqueous solution and then extracted with chloroform. The organic layer was dried over anhydrous magnesium ... The reactants are CN1CCNCC1, O=Cc1ccc(S(=O)(=O)Cl)cc1, ClCCl, [Na+], O=C([O-])O. Product: CN1CCN(S(=O)(=O)c2ccc(C=O)cc2)CC1. Reaction SMILES: [CH3:18][N:19]1[CH2:20][CH2:21][NH:22][CH2:23][CH2:24]1.[CH:1](=[O:2])[c:3]1[cH:4][cH:5][c:6]([S:9](=[O:10])(=[O:11])[Cl:12])[cH:7][cH:8]1.[Cl:25][CH2:26][Cl:27].[Na+:17].[O-:13][C:14]([OH:15])=[O:16]>>[CH:1](=[O:2])[c:3]1[cH:4][cH:5][c:6]([S:9](=[O:10])(=[O:11])[N:22]2[CH2:21][CH2:20][N:19]([CH3:18])[CH2:24][CH2:23]2)[cH:7][cH:8]1. The reactants are Cc1ccc(C(=O)C(C)C)cc1, CCO, Cl, Cl, NO, [Na+], [OH-], O. Product: Cc1ccc(C(=NO)C(C)C)cc1. RXN SMILES: [CH3:1][c:2]1[cH:3][cH:4][c:5]([C:8]([CH:9]([CH3:10])[CH3:11])=[O:12])[cH:6][cH:7]1.[CH3:20][CH2:21][OH:22].[ClH:13].[ClH:18].[NH2:14][OH:15].[Na+:17].[OH-:16].[OH2:19]>>[CH3:1][c:2]1[cH:3][cH:4][c:5]([C:8]([CH:9]([CH3:10])[CH3:11])=[N:14][OH:15])[cH:6][cH:7]1. The reactants are C(C1=CC=CC=C1)(=O)OCC1=C(C(=NC(=C1Cl)F)F)Cl ((3,5-dichloro-2,6-difluoropyridin-4-yl)methyl benzoate). Reagents/catalysts: [Pd] (palladium on carbon). The solvent is C(C)O (ethanol). The product is C(C1=CC=CC=C1)(=O)OCC1=CC(=NC(=C1)F)F ((2,6-difluoropyridin-4-yl)methyl benzoate). Isolated yield 59.6%. RXN SMILES: [C:1]([O:9][CH2:10][C:11]1[C:16](Cl)=[C:15]([F:18])[N:14]=[C:13]([F:19])[C:12]=1Cl)(=[O:8])[C:2]1[CH:7]=[CH:6][CH:5]=[CH:4][CH:3]=1>[Pd].C(O)C>[C:1]([O:9][CH2:10][C:11]1[CH:16]=[C:15]([F:18])[N:14]=[C:13]([F:19])[CH:12]=1)(=[O:8])[C:2]1[CH:3]=[CH:4][CH:5]=[CH:6][CH:7]=1. Procedure details: (3,5-dichloro-2,6-difluoropyridin-4-yl)methyl benzoate (19.6 g, 61.6 mmol), anhydrous ethanol (150 ml), and 10% palladium on carbon (3 g) were placed into a 500 mL bottle. The mixture was hydrogenated under hydrogen atmosphere (50 psi) for 1.5 hr. The reaction mixture was filtered through celite pad and the pad was washed with ethanol. The combined filtrate was evaporated in vacuo and the residue was purified by silica gel column chromatography (eluent, ether:hexane (1:4)) to afford 9.15 g (61%)... Reactants: CCCc1nn(C)c2c(=O)[nH]c(-c3cc(Br)ccc3OCC)nc12, C=CC#N. Product: CCCc1nn(C)c2c(=O)[nH]c(-c3cc(C=CC#N)ccc3OCC)nc12. Reaction SMILES: [Br:5][c:6]1[cH:7][cH:8][c:9]([O:26][CH2:27][CH3:28])[c:10](-[c:12]2[nH:13][c:14](=[O:25])[c:15]3[c:16]([n:17]2)[c:18]([CH2:22][CH2:23][CH3:24])[n:19][n:20]3[CH3:21])[cH:11]1.[CH2:1]=[CH:2][C:3]#[N:4]>>[CH:1](=[CH:2][C:3]#[N:4])[c:6]1[cH:7][cH:8][c:9]([O:26][CH2:27][CH3:28])[c:10](-[c:12]2[nH:13][c:14](=[O:25])[c:15]3[c:16]([n:17]2)[c:18]([CH2:22][CH2:23][CH3:24])[n:19][n:20]3[CH3:21])[cH:11]1.